This data is from the Open Reaction Database (ORD), a public repository of structured organic reaction records. The task is: describe an organic reaction: reactants, conditions, products, and yield Reactants: C1=CC=CC=2SC3=CC=CC=C3NC12 (phenothiazine), [H-].[Na+] (sodium hydride), C(CCCCCCC)Br (n-octyl bromide). Run in CN(C=O)C (N,N-dimethyl formamide). Yields the product C(CCCCCCC)N1C2=CC=CC=C2SC=2C=CC=CC12 (N-n-octyl-phenothiazine). The yield is 81.0%. RXN SMILES: [CH:1]1[C:14]2[NH:13][C:12]3[C:7](=[CH:8][CH:9]=[CH:10][CH:11]=3)[S:6][C:5]=2[CH:4]=[CH:3][CH:2]=1.[H-].[Na+].[CH2:17](Br)[CH2:18][CH2:19][CH2:20][CH2:21][CH2:22][CH2:23][CH3:24]>CN(C)C=O>[CH2:17]([N:13]1[C:14]2[CH:1]=[CH:2][CH:3]=[CH:4][C:5]=2[S:6][C:7]2[C:12]1=[CH:11][CH:10]=[CH:9][CH:8]=2)[CH2:18][CH2:19][CH2:20][CH2:21][CH2:22][CH2:23][CH3:24] |f:1.2|. Reported procedure: Adding phenothiazine (5 g, 25 mmol), sodium hydride (1.8 g) into the N,N-dimethyl formamide (30 mL), stirring, and then dropping n-octyl bromide (5.4 g, 28 mmol) into the mixture. Cease reaction after 2 hours, putting the mixture into 300 mL distilled water for, extracting by n-hexane, rotary evaporation of the solvent, using n-hexane as eluent to elutriate the crude product, then separating by silica gel column chromatography to obtain a yellow sticky product, the yield was 81%. Reaction conditions: time 1 hour. Reactants: C1(=CC=CC=C1)N1C(=O)C=2C=C(C=3N(C4=CC(=C(C=C4C3C2C1=O)OC)Br)CC1=CC=CC=C1)CBr (N-phenyl-9-benzyl-7-bromo-1-bromomethyl-6-methoxycarbazole-3,4-dicarboximide), CNC.C1=CC=CC=C1 (dimethylamine benzene). The solvent is C(Cl)Cl (methylene chloride), C(Cl)Cl (methylene chloride). Procedure: 450 mg of N-phenyl-9-benzyl-7-bromo-1-bromomethyl-6-methoxycarbazole-3,4-dicarboximide was dissolved in 5 ml of methylene chloride. Thereto was added 0.5 ml of 20% dimethylamine-benzene solution. The resulting mixture was stirred for 1 hour at room temperature. To the reaction mixture was added 10 ml of methylene chloride. The resulting mixture was washed with an aqueous saturated sodium hydrogencarbonate solution and an aqueous saturated sodium chloride solution in this order, and dried over an... Yield: 87.0%. The product is C1(=CC=CC=C1)N1C(=O)C=2C=C(C=3N(C4=CC(=C(C=C4C3C2C1=O)OC)Br)CC1=CC=CC=C1)CN(C)C (N-phenyl-9-benzyl-7-bromo-1-dimethylaminomethyl-6-methoxycarbazole-3,4-dicarboximide). Reaction SMILES: C1([N:7]2[C:23](=[O:24])[C:22]3[C:21]4[C:20]5[C:15](=[CH:16][C:17]([Br:27])=[C:18]([O:25][CH3:26])[CH:19]=5)[N:14]([CH2:28][C:29]5[CH:34]=[CH:33][CH:32]=[CH:31][CH:30]=5)[C:13]=4[C:12]([CH2:35]Br)=[CH:11][C:10]=3[C:8]2=[O:9])C=CC=CC=1.[CH3:37][NH:38][CH3:39].[CH:40]1[CH:45]=[CH:44][CH:43]=[CH:42][CH:41]=1>C(Cl)Cl>[C:40]1([N:7]2[C:23](=[O:24])[C:22]3[C:21]4[C:20]5[C:15](=[CH:16][C:17]([Br:27])=[C:18]([O:25][CH3:26])[CH:19]=5)[N:14]([CH2:28][C:29]5[CH:30]=[CH:31][CH:32]=[CH:33][CH:34]=5)[C:13]=4[C:12]([CH2:35][N:38]([CH3:39])[CH3:37])=[CH:11][C:10]=3[C:8]2=[O:9])[CH:45]=[CH:44][CH:43]=[CH:42][CH:41]=1 |f:1.2|. RXN SMILES: [C:64](=[O:65])([O-:66])[O-:67].[C:75]([O-:76])(=[O:77])[CH3:78].[C:80]([O-:81])(=[O:82])[CH3:83].[CH3:1][O:2][C:3]([c:4]1[cH:5][c:6]([Cl:16])[n:7][c:8]([S:10](=[O:11])(=[O:12])[CH2:13][CH2:14][CH3:15])[cH:9]1)=[O:17].[CH3:84][c:85]1[cH:86][cH:87][cH:88][cH:89][cH:90]1.[CH:70]([CH3:71])([CH2:72][CH3:73])[NH2:74].[Cs+:68].[Cs+:69].[Pd+2:79].[c:18]1([P:19]([c:20]2[cH:21][cH:22][cH:23][cH:24][cH:25]2)[c:26]2[cH:27][cH:28][c:29]3[c:30]([cH:31][cH:32][cH:33][cH:34]3)[c:35]2-[c:36]2[c:37]3[c:38]([cH:39][cH:40][cH:41][cH:42]3)[cH:43][cH:44][c:45]2[P:46]([c:47]2[cH:48][cH:49][cH:50][cH:51][cH:52]2)[c:53]2[cH:54][cH:55][cH:56][cH:57][cH:58]2)[cH:59][cH:60][cH:61][cH:62][cH:63]1>>[CH3:1][O:2][C:3]([c:4]1[cH:5][c:6]([NH:74][CH:70]([CH3:71])[CH2:72][CH3:73])[n:7][c:8]([S:10](=[O:11])(=[O:12])[CH2:13][CH2:14][CH3:15])[cH:9]1)=[O:17]. Reactants: O=C([O-])[O-], CC(=O)[O-], CC(=O)[O-], CCCS(=O)(=O)c1cc(C(=O)OC)cc(Cl)n1, Cc1ccccc1, CCC(C)N, [Cs+], [Cs+], [Pd+2], c1ccc(P(c2ccccc2)c2ccc3ccccc3c2-c2c(P(c3ccccc3)c3ccccc3)ccc3ccccc23)cc1. Product: CCCS(=O)(=O)c1cc(C(=O)OC)cc(NC(C)CC)n1.